From a dataset of the Open Reaction Database (ORD), a public repository of structured organic reaction records. describe an organic reaction: reactants, conditions, products, and yield Reactants: CCOC(=O)C1(NC(=O)N2CCN(Cc3ccccc3)CC2)CCCCC1, CCO, [Na+], [OH-]. Yields the product O=C(NC1(C(=O)O)CCCCC1)N1CCN(Cc2ccccc2)CC1. Reaction SMILES: [CH2:3]([CH3:4])[O:5][C:6](=[O:7])[C:8]1([NH:14][C:15](=[O:16])[N:17]2[CH2:18][CH2:19][N:20]([CH2:23][c:24]3[cH:25][cH:26][cH:27][cH:28][cH:29]3)[CH2:21][CH2:22]2)[CH2:9][CH2:10][CH2:11][CH2:12][CH2:13]1.[CH3:30][CH2:31][OH:32].[Na+:2].[OH-:1]>>[O:5]=[C:6]([OH:7])[C:8]1([NH:14][C:15](=[O:16])[N:17]2[CH2:18][CH2:19][N:20]([CH2:23][c:24]3[cH:25][cH:26][cH:27][cH:28][cH:29]3)[CH2:21][CH2:22]2)[CH2:9][CH2:10][CH2:11][CH2:12][CH2:13]1. The reactants are CCN(C)CC(C)N1c2ccccc2Sc2ccc(C(=S)NCCC(C)C)cc21, CCO, CC(C)OC(C)C, Cl, O=C(O)C=CC(=O)O. The product is CCN(C)CC(C)N1c2ccccc2Sc2ccc(C(=O)NCCC(C)C)cc21, Cl. RXN SMILES: [CH3:1][CH:2]([CH2:3][CH2:4][NH:5][C:6](=[S:7])[c:8]1[cH:9][c:10]2[c:19]([cH:20][cH:21]1)[S:18][c:17]1[c:12]([cH:13][cH:14][cH:15][cH:16]1)[N:11]2[CH:22]([CH2:23][N:24]([CH3:25])[CH2:26][CH3:27])[CH3:28])[CH3:29].[CH3:39][CH2:40][OH:41].[CH:42]([O:43][CH:44]([CH3:45])[CH3:46])([CH3:47])[CH3:48].[ClH:30].[OH:31][C:32]([CH:33]=[CH:34][C:35](=[O:36])[OH:37])=[O:38]>>[CH3:1][CH:2]([CH2:3][CH2:4][NH:5][C:6]([c:8]1[cH:9][c:10]2[c:19]([cH:20][cH:21]1)[S:18][c:17]1[c:12]([cH:13][cH:14][cH:15][cH:16]1)[N:11]2[CH:22]([CH2:23][N:24]([CH3:25])[CH2:26][CH3:27])[CH3:28])=[O:31])[CH3:29].[ClH:30]. The reactants are O (water), [OH-].[Na+] (sodium hydroxide), Cl.ClC1=CC(=NC=C1)C(=O)NC (4-chloro-N-methyl-pyridine-2-carboxamide hydrochloride). The solvent is C1(=CC=CC=C1)C (toluene). Reaction conditions: time 30 minute. Product: ClC1=CC(=NC=C1)C(=O)NC (4-chloro-N-methyl-pyridine-2-carboxamide). RXN SMILES: O.[OH-].[Na+].Cl.[Cl:5][C:6]1[CH:11]=[CH:10][N:9]=[C:8]([C:12]([NH:14][CH3:15])=[O:13])[CH:7]=1>C1(C)C=CC=CC=1>[Cl:5][C:6]1[CH:11]=[CH:10][N:9]=[C:8]([C:12]([NH:14][CH3:15])=[O:13])[CH:7]=1 |f:1.2,3.4|. Procedure details: A reaction flask with stirrer was charged with 41.4 g of 4-chloro-N-methyl-pyridine-2-carboxamide hydrochloride and 100 g of toluene as solvent. After addition of 68.4 g of water and 19.6 g of an aqueous sodium hydroxide solution (45% w/w) the reaction mixture was stirred for 30 minutes. The two phases were separated and the aqueous layer was discarded. The organic layer was concentrated by distillation under vacuum and toluene was substituted by 1-methyl-2-pyrrolidinone (70 g) to yield a soluti...